From a dataset of the Open Reaction Database (ORD), a public repository of structured organic reaction records. describe an organic reaction: reactants, conditions, products, and yield The reactants are N1(CCOCC1)CCOC1=CC=C(C2=CC=CC=C12)C(C(=O)Cl)=O ([4-(2-Morpholin-4-yl-ethoxy)-naphthalen-1-yl]-oxo-acetyl chloride), C(C)(C)(C)C=1C=C(C(=C(C1)N)OC)C(F)(F)F (5-tert-Butyl-2-methoxy-3-trifluoromethyl-phenylamine), CCN(C(C)C)C(C)C (DIEA). Solvent: C(Cl)Cl (DCM). Yields the product C(C)(C)(C)C=1C=C(C(=C(C1)NC(C(=O)C1=CC=C(C2=CC=CC=C12)OCCN1CCOCC1)=O)OC)C(F)(F)F (N-(5-tert-Butyl-2-methoxy-3-trifluoromethyl-phenyl)-2-[4-(2-morpholin-4-yl-ethoxy)-naphthalen-1-yl]-2-oxo-acetamide). As a reaction SMILES: [C:1]([C:5]1[CH:6]=[C:7]([C:14]([F:17])([F:16])[F:15])[C:8]([O:12][CH3:13])=[C:9]([NH2:11])[CH:10]=1)([CH3:4])([CH3:3])[CH3:2].[N:18]1([CH2:24][CH2:25][O:26][C:27]2[C:36]3[C:31](=[CH:32][CH:33]=[CH:34][CH:35]=3)[C:30]([C:37](=[O:41])[C:38](Cl)=[O:39])=[CH:29][CH:28]=2)[CH2:23][CH2:22][O:21][CH2:20][CH2:19]1.CCN(C(C)C)C(C)C>C(Cl)Cl>[C:1]([C:5]1[CH:6]=[C:7]([C:14]([F:15])([F:16])[F:17])[C:8]([O:12][CH3:13])=[C:9]([NH:11][C:38](=[O:39])[C:37]([C:30]2[C:31]3[C:36](=[CH:35][CH:34]=[CH:33][CH:32]=3)[C:27]([O:26][CH2:25][CH2:24][N:18]3[CH2:19][CH2:20][O:21][CH2:22][CH2:23]3)=[CH:28][CH:29]=2)=[O:41])[CH:10]=1)([CH3:4])([CH3:2])[CH3:3]. Procedure details: 5-tert-Butyl-2-methoxy-3-trifluoromethyl-phenylamine (32 mg, 0.165 mmol) was dissolved in 2 mL DCM. [4-(2-Morpholin-4-yl-ethoxy)-naphthalen-1-yl]-oxo-acetyl chloride (0.232 mmol), prepared as described before, and DIEA (0.02 mL, 0.50 mmol) were added and the reaction was stirred on. The reaction mixture was evaporated and the residue was purified by LC/MS (10-100% AcN). Calculated mass=558. Observed mass=559